From a dataset of the Open Reaction Database (ORD), a public repository of structured organic reaction records. describe an organic reaction: reactants, conditions, products, and yield Starting materials: CC(C)N1CC2=CC(=C(C=C2CC1)OC)[N+](=O)[O-] (2-(1-methylethyl)-6-(methyloxy)-7-nitro-1,2,3,4-tetrahydroisoquinoline), [H][H] (hydrogen). Reagents/catalysts: [Pd] (palladium on carbon). Run in C(C)(=O)OCC (ethyl acetate), CO (methanol). The product is CC(C)N1CC2=CC(=C(C=C2CC1)OC)N (2-(1-methylethyl)-6-(methyloxy)-1,2,3,4-tetrahydro-7-isoquinolinamine). Isolated yield 100.0%. As a reaction SMILES: [CH3:1][CH:2]([N:4]1[CH2:13][CH2:12][C:11]2[C:6](=[CH:7][C:8]([N+:16]([O-])=O)=[C:9]([O:14][CH3:15])[CH:10]=2)[CH2:5]1)[CH3:3].[H][H]>C(OCC)(=O)C.[Pd].CO>[CH3:3][CH:2]([N:4]1[CH2:13][CH2:12][C:11]2[C:6](=[CH:7][C:8]([NH2:16])=[C:9]([O:14][CH3:15])[CH:10]=2)[CH2:5]1)[CH3:1]. Procedure: 2-(1-methylethyl)-6-(methyloxy)-7-nitro-1,2,3,4-tetrahydroisoquinoline (0.24 g, 0.94 mmol) was dissolved in ethyl acetate (5 mL), treated with 10% palladium on carbon (50 mg, Aldrich), and then diluted with methanol (10 mL). The mixture was stirred under 60 psi of hydrogen pressure for 16 h in a Fischer-Porter apparatus. The pressure was released, the reaction vessel evacuated, and back-filled with nitrogen twice. The mixture was filtered through celite and the filtrate was concentrated to provi... The reactants are Na, C(#N)C=1C(=NC(=NC1)C1=CC=CC=C1)NCCOC (5-cyano-4-(2-methoxyethylamino)-2-phenyl pyrimidine), O (water), C(C)OCC (diethyl ether), C(C)C(C(=O)Cl)C(=O)Cl (ethyl malonyl chloride). Solvent: C(C)O (ethanol), C(C)(=O)O (acetic acid). The product is C(C)OC(=O)C1=C(C2=C(N=C(N=C2)C2=CC=CC=C2)N(C1=O)CCOC)N (5-amino-7,8-dihydro-8-(2-methoxyethyl)-7-oxo-2-phenylpyrido-[2,3-d]pyrimidine-6-carboxylic acid ethyl ester). Reaction SMILES: [C:1]([C:3]1[C:4]([NH:15][CH2:16][CH2:17][O:18][CH3:19])=[N:5][C:6]([C:9]2[CH:14]=[CH:13][CH:12]=[CH:11][CH:10]=2)=[N:7][CH:8]=1)#[N:2].[CH2:20]([O:22]CC)[CH3:21].C([CH:27]([C:31](Cl)=[O:32])[C:28](Cl)=[O:29])C.O>C(O)C.C(O)(=O)C>[CH2:20]([O:22][C:31]([C:27]1[C:28](=[O:29])[N:15]([CH2:16][CH2:17][O:18][CH3:19])[C:4]2[N:5]=[C:6]([C:9]3[CH:14]=[CH:13][CH:12]=[CH:11][CH:10]=3)[N:7]=[CH:8][C:3]=2[C:1]=1[NH2:2])=[O:32])[CH3:21]. Procedure: To 9.3 g. (0.037 mole) of 5-cyano-4-(2-methoxyethylamino)-2-phenyl pyrimidine in 350 ml. of diethyl ether was added 2.8 g. (0.019 mole) of ethyl malonyl chloride and this mixture was stirred at room temperature for 4.5 hours. Then the solid material was filtered off and the filtrate evaporated to dryness. Ethanol was added until a solution was obtained and this solution was added to 0.85 g. (0.057 mole) of Na in ethanol and stirred 20 minutes. A little water was added and the solution was acidif... The reactants are C1(CCCCC1)S(=O)(=O)N1C=C(C2=CC(=CC=C12)[N+](=O)[O-])C=1CCN(CC1)C (1-cyclohexanesulfonyl-3-(1-methyl-1,2,3,6-tetrahydropyridine-4-yl)-5-nitro-1H-indole). The reagents and catalysts are [Pd] (Pd/C). The solvent is C(C)O (ethanol). Conditions: time 20 hour. The product is NC=1C=C2C(=CN(C2=CC1)S(=O)(=O)C1CCCCC1)C=1CCN(CC1)C (5-Amino-1-cyclohexanesulfonyl-3-(1-methyl-1,2,3,6-tetrahydropyridine-4-yl)-1H-indole). The yield is 40.2%. As a reaction SMILES: [CH:1]1([S:7]([N:10]2[C:18]3[C:13](=[CH:14][C:15]([N+:19]([O-])=O)=[CH:16][CH:17]=3)[C:12]([C:22]3[CH2:23][CH2:24][N:25]([CH3:28])[CH2:26][CH:27]=3)=[CH:11]2)(=[O:9])=[O:8])[CH2:6][CH2:5][CH2:4][CH2:3][CH2:2]1>C(O)C.[Pd]>[NH2:19][C:15]1[CH:14]=[C:13]2[C:18](=[CH:17][CH:16]=1)[N:10]([S:7]([CH:1]1[CH2:2][CH2:3][CH2:4][CH2:5][CH2:6]1)(=[O:9])=[O:8])[CH:11]=[C:12]2[C:22]1[CH2:23][CH2:24][N:25]([CH3:28])[CH2:26][CH:27]=1. Procedure details: 200 mg of 50% Pd/C with a humidity of 5% were added to a solution of 403 mg (1 mMol) of 1-cyclohexanesulfonyl-3-(1-methyl-1,2,3,6-tetrahydropyridine-4-yl)-5-nitro-1H-indole in 200 ml of ethanol. The resulting suspension was hydrogenized at 25 psi of overpressure for 20 hours. Then the catalyst was filtered and evaporated to drying. The resulting crude was purified by chromatography and 150 mg (40%) of the mentioned compound were obtained as a solid cream. Starting materials: CCOCC (ether), C(C)(C)(C)OC(C(=NOC(C)C(NN)=O)C=1N=C(SC1)N)=O (2-(2-amino-1,3-thiazol-4-yl)-2-(1-carbazoylethoxyimino)acetic acid tert-butyl ester), C(C)(=O)OC=1C=C(C(=O)Cl)C=CC1OC(C)=O (3,4-diacetoxybenzoic acid chloride), C/C(=N\[Si](C)(C)C)/O[Si](C)(C)C (N,O-bis(trimethylsilyl)acetamide), ice. Solvent: CO (methanol), C(Cl)Cl (methylene chloride). Reaction conditions: time 1.5 hour. Yields the product Cl.C(C)(C)(C)OC(C(=NOC(C)C(NNC(C1=CC(=C(C=C1)OC(C)=O)OC(C)=O)=O)=O)C=1N=C(SC1)N)=O (2-(2-amino-1,3-thiazol-4-yl)-2-{1-[3-(3,4-diacetoxybenzoyl)carbazoyl]ethoxyimino}acetic acid tert-butyl ester.hydrochloride). The yield is 89.6%. As a reaction SMILES: [C:1]([O:5][C:6](=[O:22])[C:7]([C:16]1[N:17]=[C:18]([NH2:21])[S:19][CH:20]=1)=[N:8][O:9][CH:10]([C:12](=[O:15])[NH:13][NH2:14])[CH3:11])([CH3:4])([CH3:3])[CH3:2].C/C(/O[Si](C)(C)C)=N\[Si](C)(C)C.[C:35]([O:38][C:39]1[CH:40]=[C:41]([CH:45]=[CH:46][C:47]=1[O:48][C:49](=[O:51])[CH3:50])[C:42]([Cl:44])=[O:43])(=[O:37])[CH3:36].CCOCC>C(Cl)Cl.CO>[ClH:44].[C:1]([O:5][C:6](=[O:22])[C:7]([C:16]1[N:17]=[C:18]([NH2:21])[S:19][CH:20]=1)=[N:8][O:9][CH:10]([C:12](=[O:15])[NH:13][NH:14][C:42](=[O:43])[C:41]1[CH:45]=[CH:46][C:47]([O:48][C:49](=[O:51])[CH3:50])=[C:39]([O:38][C:35](=[O:37])[CH3:36])[CH:40]=1)[CH3:11])([CH3:2])([CH3:3])[CH3:4] |f:6.7|. Reported procedure: In 10 ml of methylene chloride was suspended 0.659 g (2 mmole) of 2-(2-amino-1,3-thiazol-4-yl)-2-(1-carbazoylethoxyimino)acetic acid tert-butyl ester, and to the suspension was added 2.5 g (12.3 mmole) of N,O-bis(trimethylsilyl)acetamide to form a solution. To the ice-cooled solution was added 0.565 g (2.2 mmole) of 3,4-diacetoxybenzoic acid chloride and the mixture was stirred for 1.5 hours under ice-cooling. The resulting mixture was poured into 150 ml of ether and to the mixture was added a s... Reactants: ClC1=NC2=C(N1C1=NC=NC(=N1)Cl)C=CC=C2 (2-chloro-1-(4-chloro-[1,3,5]triazin-2-yl)-1H-benzimidazole), CCN(C(C)C)C(C)C (DIEA), N1N=NN=C1CC=1C=C(C=CC1)N (3-(1H-tetrazol-5-ylmethyl)phenylamine). Solvent: CN(C)C=O (DMF). Run at temperature 67.5 celsius. The product is ClC1=NC2=C(N1C1=NC(=NC=N1)NC1=CC(=CC=C1)CC1=NN=NN1)C=CC=C2 ([4-(2-chloro-benzimidazol-1-yl)-[1,3,5]triazin-2-yl]-[3-(1H-tetrazol-5-ylmethyl)-phenyl]amine). As a reaction SMILES: [Cl:1][C:2]1[N:6]([C:7]2[N:12]=[C:11](Cl)[N:10]=[CH:9][N:8]=2)[C:5]2[CH:14]=[CH:15][CH:16]=[CH:17][C:4]=2[N:3]=1.CCN(C(C)C)C(C)C.[NH:27]1[C:31]([CH2:32][C:33]2[CH:34]=[C:35]([NH2:39])[CH:36]=[CH:37][CH:38]=2)=[N:30][N:29]=[N:28]1>CN(C=O)C>[Cl:1][C:2]1[N:6]([C:7]2[N:8]=[CH:9][N:10]=[C:11]([NH:39][C:35]3[CH:36]=[CH:37][CH:38]=[C:33]([CH2:32][C:31]4[NH:30][N:29]=[N:28][N:27]=4)[CH:34]=3)[N:12]=2)[C:5]2[CH:14]=[CH:15][CH:16]=[CH:17][C:4]=2[N:3]=1. Reported procedure: To crude 2-chloro-1-(4-chloro-[1,3,5]triazin-2-yl)-1H-benzimidazole was added DIEA (381 μl, 2.184 mmol) and then a solution of DMF (1 ml) and 3-(1H-tetrazol-5-ylmethyl)phenylamine (382.7 mg, 2.1845 mmol). The reaction was heated at 60-75° C. for 18 h. The reaction was cooled to RT and concentrated to a small volume. The crude was eluted on a silica gel column with a MeOH/CH2Cl2 elution gradient, giving [4-(2-chloro-benzimidazol-1-yl)-[1,3,5]triazin-2-yl]-[3-(1H-tetrazol-5-ylmethyl)-phenyl]amine. Reactants: OCCBr, CN(C)C=O, O=c1[nH]c(=O)n2c3cc(C(F)(F)F)ccc3sc3cccc1c32, [H-], [Na+]. The product is O=c1c2cccc3sc4ccc(C(F)(F)F)cc4n(c(=O)n1CCO)c32. RXN SMILES: [Br:26][CH2:27][CH2:28][OH:29].[CH3:30][N:31]([CH3:32])[CH:33]=[O:34].[F:3][C:4]([c:5]1[cH:6][c:7]2[n:8]3[c:9]4[c:10]([cH:11][cH:12][cH:13][c:14]4[s:15][c:16]2[cH:17][cH:18]1)[c:19](=[O:23])[nH:20][c:21]3=[O:22])([F:24])[F:25].[H-:1].[Na+:2]>>[F:3][C:4]([c:5]1[cH:6][c:7]2[n:8]3[c:9]4[c:10]([cH:11][cH:12][cH:13][c:14]4[s:15][c:16]2[cH:17][cH:18]1)[c:19](=[O:23])[n:20]([CH2:27][CH2:28][OH:29])[c:21]3=[O:22])([F:24])[F:25]. Reactants: [BH3-]C#N, CC(=O)[O-], CO, Cl, [NH4+], [Na+], CC(=O)CCCn1ccnc1. The product is CC(N)CCCn1ccnc1. Reaction SMILES: [C:17](#[N:18])[BH3-:19].[CH3:13][C:14](=[O:15])[O-:16].[CH3:22][OH:23].[ClH:21].[NH4+:12].[Na+:20].[n:1]1([CH2:6][CH2:7][CH2:8][C:9]([CH3:10])=[O:11])[cH:2][n:3][cH:4][cH:5]1>>[n:1]1([CH2:6][CH2:7][CH2:8][CH:9]([CH3:10])[NH2:18])[cH:2][n:3][cH:4][cH:5]1. The reactants are COC(=O)c1ccc(NC(=O)c2cc(OCc3ccccc3)cc(OC(C)C)c2)nc1, C1CCOC1, CCO, [H][H]. Yields the product COC(=O)c1ccc(NC(=O)c2cc(O)cc(OC(C)C)c2)nc1. RXN SMILES: [CH2:1]([c:2]1[cH:3][cH:4][cH:5][cH:6][cH:7]1)[O:8][c:9]1[cH:10][c:11]([C:12](=[O:13])[NH:14][c:15]2[cH:16][cH:17][c:18]([C:21](=[O:22])[O:23][CH3:24])[cH:19][n:20]2)[cH:25][c:26]([O:28][CH:29]([CH3:30])[CH3:31])[cH:27]1.[CH2:37]1[O:38][CH2:39][CH2:40][CH2:41]1.[CH3:32][CH2:33][OH:34].[H:35][H:36]>>[OH:8][c:9]1[cH:10][c:11]([C:12](=[O:13])[NH:14][c:15]2[cH:16][cH:17][c:18]([C:21](=[O:22])[O:23][CH3:24])[cH:19][n:20]2)[cH:25][c:26]([O:28][CH:29]([CH3:30])[CH3:31])[cH:27]1. Starting materials: Fc1cc(C2=NOC(c3cc(Cl)cc(Cl)c3)(C(F)(F)F)C2)ccc1CBr, O=C([O-])O, CC(=O)[O-], CC(=O)O, [K+], [Na+]. The product is CC(=O)OCc1ccc(C2=NOC(c3cc(Cl)cc(Cl)c3)(C(F)(F)F)C2)cc1F. As a reaction SMILES: [Br:1][CH2:2][c:3]1[c:4]([F:26])[cH:5][c:6]([C:9]2=[N:10][O:11][C:12]([C:14]([F:15])([F:16])[F:17])([c:18]3[cH:19][c:20]([Cl:25])[cH:21][c:22]([Cl:24])[cH:23]3)[CH2:13]2)[cH:7][cH:8]1.[C:36](=[O:37])([O-:38])[OH:39].[CH3:28][C:29]([O-:30])=[O:31].[CH3:32][C:33](=[O:34])[OH:35].[K+:27].[Na+:40]>>[CH2:2]([c:3]1[c:4]([F:26])[cH:5][c:6]([C:9]2=[N:10][O:11][C:12]([C:14]([F:15])([F:16])[F:17])([c:18]3[cH:19][c:20]([Cl:25])[cH:21][c:22]([Cl:24])[cH:23]3)[CH2:13]2)[cH:7][cH:8]1)[O:31][C:29]([CH3:28])=[O:30].